Dataset: the Open Reaction Database (ORD), a public repository of structured organic reaction records. Task: describe an organic reaction: reactants, conditions, products, and yield Reactants: C(C)(=O)N1[C@H](C[C@H](C2=CC(=CC=C12)C=1C=CC(=NC1)C(=O)OC)N)C (methyl 5-((2S,4R)-1-acetyl-4-amino-2-methyl-1,2,3,4-tetrahydroquinolin-6-yl)picolinate), Intermediate 54, O.[OH-].[Li+] (lithium hydroxide monohydrate). Run at time 90 minute. Reported procedure: To methyl 5-((2S,4R)-1-acetyl-4-amino-2-methyl-1,2,3,4-tetrahydroquinolin-6-yl)picolinate (for a preparation, see Intermediate 54) (550 mg, 1.62 mmol) in MeOH (5 mL) was added lithium hydroxide monohydrate (78 mg, 3.24 mmol) in water (5 mL) and the mixture stirred at room temperature for 90 mins. The mixture was concentrated in vacuo before DCM was added. The mixture was filtered, dried by passing through a hydrophobic frit, and concentrated in vacuo to give 5-((2S,4R)-1-acetyl-4-amino-2-methyl-... Yields the product C(C)(=O)N1[C@H](C[C@H](C2=CC(=CC=C12)C=1C=CC(=NC1)C(=O)O)N)C (5-((2S,4R)-1-acetyl-4-amino-2-methyl-1,2,3,4-tetrahydroquinolin-6-yl)picolinic acid). RXN SMILES: [C:1]([N:4]1[C:13]2[C:8](=[CH:9][C:10]([C:14]3[CH:15]=[CH:16][C:17]([C:20]([O:22]C)=[O:21])=[N:18][CH:19]=3)=[CH:11][CH:12]=2)[C@H:7]([NH2:24])[CH2:6][C@@H:5]1[CH3:25])(=[O:3])[CH3:2].O.[OH-].[Li+]>CO.O>[C:1]([N:4]1[C:13]2[C:8](=[CH:9][C:10]([C:14]3[CH:15]=[CH:16][C:17]([C:20]([OH:22])=[O:21])=[N:18][CH:19]=3)=[CH:11][CH:12]=2)[C@H:7]([NH2:24])[CH2:6][C@@H:5]1[CH3:25])(=[O:3])[CH3:2] |f:1.2.3|. Yield: 98.0%. Solvent: CO (MeOH), O (water).